From a dataset of the Open Reaction Database (ORD), a public repository of structured organic reaction records. describe an organic reaction: reactants, conditions, products, and yield The reactants are BrC1=C2C=CN(C2=CC=C1)[C@H]1[C@H](OC(C)=O)[C@@H](OC(C)=O)[C@H](OC(C)=O)[C@H](O1)COC(C)=O (4-bromo-1-(2,3,4,6-tetra-O-acetyl-β-D-glucopyranosyl)indole), O1C2=C(C=C1)C=C(C=C2)C(=O)Cl (benzo[b]furan-5-carbonyl chloride), Example 27. Yields the product O1C2=C(C=C1)C=C(C=C2)CC2=CN(C1=CC=CC(=C21)Br)[C@H]2[C@H](O)[C@@H](O)[C@H](O)[C@H](O2)CO (3-(Benzo[b]furan-5-yl-methyl)-4-bromo-1-(β-D-glucopyranosyl)-indole). Reaction SMILES: [Br:1][C:2]1[CH:10]=[CH:9][CH:8]=[C:7]2[C:3]=1[CH:4]=[CH:5][N:6]2[C@@H:11]1[O:28][C@H:27]([CH2:29][O:30]C(=O)C)[C@@H:22]([O:23]C(=O)C)[C@H:17]([O:18]C(=O)C)[C@H:12]1[O:13]C(=O)C.[O:34]1[CH:38]=[CH:37][C:36]2[CH:39]=[C:40]([C:43](Cl)=O)[CH:41]=[CH:42][C:35]1=2>>[O:34]1[CH:38]=[CH:37][C:36]2[CH:39]=[C:40]([CH2:43][C:4]3[C:3]4[C:7](=[CH:8][CH:9]=[CH:10][C:2]=4[Br:1])[N:6]([C@@H:11]4[O:28][C@H:27]([CH2:29][OH:30])[C@@H:22]([OH:23])[C@H:17]([OH:18])[C@H:12]4[OH:13])[CH:5]=3)[CH:41]=[CH:42][C:35]1=2. Procedure details: The titled compound was prepared from 4-bromo-1-(2,3,4,6-tetra-O-acetyl-β-D-glucopyranosyl)indole obtained in Example 22-(1) and benzo[b]furan-5-carbonyl chloride in a manner similar to Example 27 as a colorless powder. APCI-Mass m/Z 488/490 (M+H). 1H-NMR (DMSO-d6) δ 3.23 (td, J=9.1, 5.5 Hz, 1H), 3.37-3.47 (m, 3H), 3.61-3.69 (m, 2H), 4.39 (s, 2H), 4.53 (t, J=5.5 Hz, 1H), 5.09 (d, J=5.3 Hz, 1H), 5.15 (d, J=5.0 Hz, 1H), 5.22 (d, J=5.9 Hz, 1H), 5.40 (d, J=9.2 Hz, 1H), 6.87 (d, J=1.4 Hz, 1H), 7.04 (... Reactants: CCOC(=O)c1ccc(-n2cc(C#N)c3c(OCc4ccccc4)cccc32)cc1, CCO, [Na+], [OH-]. The product is N#Cc1cn(-c2ccc(C(=O)O)cc2)c2cccc(OCc3ccccc3)c12. Reaction SMILES: [CH2:1]([CH3:2])[O:3][C:4]([c:5]1[cH:6][cH:7][c:8](-[n:11]2[cH:12][c:13]([C:28]#[N:29])[c:14]3[c:15]([O:20][CH2:21][c:22]4[cH:23][cH:24][cH:25][cH:26][cH:27]4)[cH:16][cH:17][cH:18][c:19]23)[cH:9][cH:10]1)=[O:30].[CH3:33][CH2:34][OH:35].[Na+:32].[OH-:31]>>[O:3]=[C:4]([c:5]1[cH:6][cH:7][c:8](-[n:11]2[cH:12][c:13]([C:28]#[N:29])[c:14]3[c:15]([O:20][CH2:21][c:22]4[cH:23][cH:24][cH:25][cH:26][cH:27]4)[cH:16][cH:17][cH:18][c:19]23)[cH:9][cH:10]1)[OH:30].